From a dataset of the Open Reaction Database (ORD), a public repository of structured organic reaction records. describe an organic reaction: reactants, conditions, products, and yield Starting materials: C=CCN, CCOC(C)=O, O=C(Cl)c1cccc([N+](=O)[O-])c1. The product is C=CCNC(=O)c1cccc([N+](=O)[O-])c1. RXN SMILES: [CH2:1]([CH:2]=[CH2:3])[NH2:4].[CH3:17][CH2:18][O:19][C:20](=[O:21])[CH3:22].[N+:5](=[O:6])([O-:7])[c:8]1[cH:9][c:10]([C:11](=[O:12])[Cl:13])[cH:14][cH:15][cH:16]1>>[CH2:1]([CH:2]=[CH2:3])[NH:4][C:11]([c:10]1[cH:9][c:8]([N+:5](=[O:6])[O-:7])[cH:16][cH:15][cH:14]1)=[O:12]. Reactants: C(C1=CC=CC=C1)C1=CN=C2C(=C(C(N(C2=C1)CC1=CC=C(C=C1)S(=O)(=O)C)=O)C(=O)OCC)O (ethyl 7-benzyl-4-hydroxy-1-[4-(methylsulfonyl)benzyl]-2-oxo-1,2-dihydro-1,5-naphthyridine-3-carboxylate), NCCCN1CCOCC1 (N-(3-aminopropyl)morpholine). Product: C(C1=CC=CC=C1)C1=CN=C2C(=C(C(N(C2=C1)CC1=CC=C(C=C1)S(=O)(=O)C)=O)C(=O)NCCCN1CCOCC1)O (7-Benzyl-4-hydroxy-1-[4-(methylsulfonyl)benzyl]-N-(3-morpholin-4-ylpropyl)-2-oxo-1,2-dihydro-1,5-naphthyridine-3-carboxamide). As a reaction SMILES: [CH2:1]([C:8]1[CH:17]=[C:16]2[C:11]([C:12]([OH:35])=[C:13]([C:30](OCC)=[O:31])[C:14](=[O:29])[N:15]2[CH2:18][C:19]2[CH:24]=[CH:23][C:22]([S:25]([CH3:28])(=[O:27])=[O:26])=[CH:21][CH:20]=2)=[N:10][CH:9]=1)[C:2]1[CH:7]=[CH:6][CH:5]=[CH:4][CH:3]=1.[NH2:36][CH2:37][CH2:38][CH2:39][N:40]1[CH2:45][CH2:44][O:43][CH2:42][CH2:41]1>>[CH2:1]([C:8]1[CH:17]=[C:16]2[C:11]([C:12]([OH:35])=[C:13]([C:30]([NH:36][CH2:37][CH2:38][CH2:39][N:40]3[CH2:45][CH2:44][O:43][CH2:42][CH2:41]3)=[O:31])[C:14](=[O:29])[N:15]2[CH2:18][C:19]2[CH:20]=[CH:21][C:22]([S:25]([CH3:28])(=[O:26])=[O:27])=[CH:23][CH:24]=2)=[N:10][CH:9]=1)[C:2]1[CH:7]=[CH:6][CH:5]=[CH:4][CH:3]=1. Procedure details: This compound was prepared from ethyl 7-benzyl-4-hydroxy-1-[4-(methylsulfonyl)benzyl]-2-oxo-1,2-dihydro-1,5-naphthyridine-3-carboxylate and N-(3-aminopropyl)morpholine employing methods similar to those described in Example 5 and was obtained as a white solid: 1H NMR (CDCl3) δ 13.29 (1H, br), 10.31 (1H, t, J=6 Hz), 8.62 (1H, d, J=1 Hz), 7.82 (2H, d, J=8.3 Hz), 7.30 (3H, m), 7.18 (2H, d, J=8.3 Hz), 7.07 (1H, s), 7.03 (2H, m), 5.40 (2H, br), 4.32 (2H, m), 4.06 (2H, s), 3.97 (2H, m), 3.60 (2H, m), ... Reactants: C(C)(=O)OCC (ethyl acetate), C1(=CC=CC=C1)C1(OC(N2C1CNCC2)=O)C2=CC=CC=C2 (Hexahydro-1,1-diphenyl-3H-oxazolo[3,4-a]pyrazin-3-one), N1CCC=CC1 (1,2,3,6-Tetrahydropyridine), ClCC(=O)N=C=O (2-Chloroacetyl isocyanate). Solvent: O1CCCC1 (tetrahydrofuran). Reaction conditions: temperature -20 celsius, time 1 hour. Product: N1(CCC=CC1)CC(=O)NC(=O)N1CC2N(CC1)C(OC2(C2=CC=CC=C2)C2=CC=CC=C2)=O (N-[2-(3,6-Dihydropyridin-1(2H)-yl)-1-oxoethyl]-tetrahydro-3-oxo-1,1-diphenyl-3H-oxazolo[3,4-a]pyrazine-7(1H)-carboxamide). Isolated yield 72.4%. As a reaction SMILES: [C:1]1([C:7]2([C:17]3[CH:22]=[CH:21][CH:20]=[CH:19][CH:18]=3)[CH:11]3[CH2:12][NH:13][CH2:14][CH2:15][N:10]3[C:9](=[O:16])[O:8]2)[CH:6]=[CH:5][CH:4]=[CH:3][CH:2]=1.Cl[CH2:24][C:25]([N:27]=[C:28]=[O:29])=[O:26].[NH:30]1[CH2:35][CH:34]=[CH:33][CH2:32][CH2:31]1.C(OCC)(=O)C>O1CCCC1>[N:30]1([CH2:24][C:25]([NH:27][C:28]([N:13]2[CH2:14][CH2:15][N:10]3[C:9](=[O:16])[O:8][C:7]([C:1]4[CH:6]=[CH:5][CH:4]=[CH:3][CH:2]=4)([C:17]4[CH:18]=[CH:19][CH:20]=[CH:21][CH:22]=4)[CH:11]3[CH2:12]2)=[O:29])=[O:26])[CH2:31][CH:32]=[CH:33][CH2:34][CH2:35]1. Procedure: Hexahydro-1,1-diphenyl-3H-oxazolo[3,4-a]pyrazin-3-one (0.22 g, 0.75 mmol) was dissolved in tetrahydrofuran (7.5 mL). 2-Chloroacetyl isocyanate (0.10 g, 0.83 mmol) was added thereto, and the mixture was stirred at −20° C. for 1 hour. 1,2,3,6-Tetrahydropyridine (0.27 mL, 3.0 mmol) was added thereto, and the mixture was stirred at room temperature for 24 hours. To the reaction solution was added ethyl acetate, and the resulting mixture was washed with a 0.5 M aqueous sodium hydrogen carbonate solut... Reactants: [OH-].[Na+] (sodium hydroxide), Cl (HCl), C(C1=CC=CC=C1)OC1=C(N(C=CC1=O)CCO)C(C1=CC=C(C=C1)Br)O (3-benzyloxy-1-(2-hydroxy-ethyl)-2-[hydroxy-(4-bromo-phenyl)-methyl]-1H-pyridin-4-one), ice. Run in C(C)(=O)OCC (ethyl acetate). Reaction conditions: temperature 110 celsius, time 10 minute. Yields the product BrC1=CC=C(C=C1)C(C=1N(C=CC(C1O)=O)CCO)O (2-[(4-bromo-phenyl)-hydroxy-methyl]-3-hydroxy-1-(2-hydroxy-ethyl)-1H-pyridin-4-one). Reaction SMILES: Cl.C([O:9][C:10]1[C:15](=[O:16])[CH:14]=[CH:13][N:12]([CH2:17][CH2:18][OH:19])[C:11]=1[CH:20]([OH:28])[C:21]1[CH:26]=[CH:25][C:24]([Br:27])=[CH:23][CH:22]=1)C1C=CC=CC=1.[OH-].[Na+]>C(OCC)(=O)C>[Br:27][C:24]1[CH:23]=[CH:22][C:21]([CH:20]([OH:28])[C:11]2[N:12]([CH2:17][CH2:18][OH:19])[CH:13]=[CH:14][C:15](=[O:16])[C:10]=2[OH:9])=[CH:26][CH:25]=1 |f:2.3|. Procedure: 12 ml of 37% conc. HCl are poured over 1.2 g of 3-benzyloxy-1-(2-hydroxy-ethyl)-2-[hydroxy-(4-bromo-phenyl)-methyl]-1H-pyridin-4-one and the reaction mixture is heated with stirring at 110° C. for 10 minutes. After cooling, 15 g of ice are added. With stirring and cooling in an ice bath, the reaction mixture is neutralised with sodium hydroxide solution to a pH of 6.5. 15 ml of ethyl acetate are added and stirring is carried out at room temperature for 18 hours. The resulting product is filtered... Reactants: FC1=C(C=CC(=C1)F)N (2,4-difluoro-phenylamine), N1=CC=CC=C1 (pyridine), C(CC)S(=O)(=O)Cl (propane-1-sulfonyl chloride), Cl (hydrochloric acid). Run in ClCCl (dichloromethane). Run at time 8 hour. The product is FC1=C(C=CC(=C1)F)NS(=O)(=O)CCC (propane-1-sulfonic acid (2,4-difluoro-phenyl)-amide). The yield is 92.9%. RXN SMILES: [F:1][C:2]1[CH:7]=[C:6]([F:8])[CH:5]=[CH:4][C:3]=1[NH2:9].N1C=CC=CC=1.[CH2:16]([S:19](Cl)(=[O:21])=[O:20])[CH2:17][CH3:18].Cl>ClCCl>[F:1][C:2]1[CH:7]=[C:6]([F:8])[CH:5]=[CH:4][C:3]=1[NH:9][S:19]([CH2:16][CH2:17][CH3:18])(=[O:21])=[O:20]. Procedure details: To 2,4-difluoro-phenylamine (1, 11.8 g, 91.4 mmol) in 110 mL of dichloromethane, pyridine (8.13 mL, 100 mmol) and propane-1-sulfonyl chloride (4, 11.3 mL, 100 mmol) were added. The reaction was stirred at room temperature overnight, then poured into 1 M aqueous hydrochloric acid, the aqueous layer separated and extracted with ethyl acetate. The organic layers were combined and washed with brine, dried over anhydrous sodium sulfate and filtered. The filtrate was concentrated under vacuum. The cru...